From a dataset of the Open Reaction Database (ORD), a public repository of structured organic reaction records. describe an organic reaction: reactants, conditions, products, and yield Reactants: N(=[N+]=[N-])C1C(C(CC1)C(CC(OC)OC)=O)C1=CC=C(C=C1)F (3-(SR)-azido-2-(SR)-(4-fluorophenyl)-1-(SR)-(3,3-dimethoxy-1-oxo-propyl)cyclopentane), NO (hydroxylamine), Cl (HCl). The solvent is N1=CC=CC=C1 (pyridine). Run at time 3 hour. Yields the product hexanes ether, N(=[N+]=[N-])C1C(C(CC1)C1=NOC=C1)C1=CC=C(C=C1)F (3-(SR)-Azido-2-(SR)-(4-fluorophenyl)-1-(SR)-(isoxazol-3-yl)cyclopentane). The yield is 72.5%. Reaction SMILES: [N:1]([CH:4]1[CH2:8][CH2:7][CH:6]([C:9](=O)[CH2:10][CH:11](OC)[O:12]C)[CH:5]1[C:17]1[CH:22]=[CH:21][C:20]([F:23])=[CH:19][CH:18]=1)=[N+:2]=[N-:3].[NH2:24]O.Cl>N1C=CC=CC=1>[N:1]([CH:4]1[CH2:8][CH2:7][CH:6]([C:9]2[CH:10]=[CH:11][O:12][N:24]=2)[CH:5]1[C:17]1[CH:22]=[CH:21][C:20]([F:23])=[CH:19][CH:18]=1)=[N+:2]=[N-:3]. Procedure: A solution of 130 mg (0.40 mmol) of 3-(SR)-azido-2-(SR)-(4-fluorophenyl)-1-(SR)-(3,3-dimethoxy-1-oxo-propyl)cyclopentane (from Example 97, Step C) in 3 mL of pyridine was treated with 150 mg (2.2 mmol) of hydroxylamine×HCl and stirred at rt for 3 h. The reaction mixture was partitioned between 50 mL of ether and 25 mL of 2.0N HCl and the layers were separated. The organic layer was washed with 25 mL of sat'd NaHCO3, 25 mL of sat'd NaCl, dried over MgSO4 and concentrated in vacuo. A mixture of th...